describe an organic reaction: reactants, conditions, products, and yield From a dataset of the Open Reaction Database (ORD), a public repository of structured organic reaction records. The reactants are Cc1ccccc1, [Cl-], Cc1ccc(S(=O)(=O)O)cc1, OCC1CCC(c2ccccc2)CC1, c1ccncc1. The product is Cc1ccc(S(=O)(=O)OCC2CCC(c3ccccc3)CC2)cc1. RXN SMILES: [CH3:33][c:34]1[cH:35][cH:36][cH:37][cH:38][cH:39]1.[Cl-:15].[c:16]1([CH3:26])[cH:17][cH:18][c:19]([S:22](=[O:23])(=[O:24])[OH:25])[cH:20][cH:21]1.[c:1]1([CH:7]2[CH2:8][CH2:9][CH:10]([CH2:13][OH:14])[CH2:11][CH2:12]2)[cH:2][cH:3][cH:4][cH:5][cH:6]1.[cH:27]1[cH:28][cH:29][n:30][cH:31][cH:32]1>>[c:1]1([CH:7]2[CH2:8][CH2:9][CH:10]([CH2:13][O:14][S:22]([c:19]3[cH:18][cH:17][c:16]([CH3:26])[cH:21][cH:20]3)(=[O:23])=[O:24])[CH2:11][CH2:12]2)[cH:2][cH:3][cH:4][cH:5][cH:6]1. The reactants are CN1C=NC=C1 (1-methylimidazole), COC1=NC(=NC(=C1)OC)OC1=C(C(=O)O)C=CC=C1 (2-(4,6-dimethoxypyrimidin-2-yl)oxybenzoic acid), C(C1CCCO1)O (tetrahydrofurfuryl alcohol), C(C)(C)C1=C(C(=CC(=C1)C(C)C)C(C)C)S(=O)(=O)Cl (2,4,6-triisopropylbenzenesulfonyl chloride), Cl (hydrochloric acid). Solvent: O1CCCC1 (tetrahydrofuran), C(Cl)(Cl)Cl (chloroform). Conditions: time 1 hour. Yields the product COC1=NC(=NC(=C1)OC)OC1=C(C(=O)OCC2CCCO2)C=CC=C1 (tetrahydrofurfuryl 2-(4,6-dimethoxypyrimidin-2-yl)oxybenzoate). RXN SMILES: [CH3:1][O:2][C:3]1[CH:8]=[C:7]([O:9][CH3:10])[N:6]=[C:5]([O:11][C:12]2[CH:20]=[CH:19][CH:18]=[CH:17][C:13]=2[C:14]([OH:16])=[O:15])[N:4]=1.[CH2:21](O)[CH:22]1[O:26][CH2:25][CH2:24][CH2:23]1.C(C1C=C(C(C)C)C=C(C(C)C)C=1S(Cl)(=O)=O)(C)C.CN1C=CN=C1.Cl>O1CCCC1.C(Cl)(Cl)Cl>[CH3:10][O:9][C:7]1[CH:8]=[C:3]([O:2][CH3:1])[N:4]=[C:5]([O:11][C:12]2[CH:20]=[CH:19][CH:18]=[CH:17][C:13]=2[C:14]([O:16][CH2:21][CH:22]2[O:26][CH2:25][CH2:24][CH2:23]2)=[O:15])[N:6]=1. Reported procedure: 0.55 Gram of 2-(4,6-dimethoxypyrimidin-2-yl)oxybenzoic acid, 0.21 g of tetrahydrofurfuryl alcohol and 0.85 g of 2,4,6-triisopropylbenzenesulfonyl chloride were dissolved in 5 ml of tetrahydrofuran. Subsequently, 0.45 g of 1-methylimidazole was added to the mixture. After stirring the resulting solution at room temperature for 1 hour in order to carry out the reaction, the reaction solution was poured into diluted hydrochloric acid, and extracted with ethyl acetate. The organic layer separated fr... The reactants are C(CCCCCCCCCCCCC)(=O)Cl (Tetradecanoyl chloride), CC1OC(OC(O1)C)C (paraldehyde), [Cl-].[Ca+2].[Cl-] (calcium chloride). Yields the product ClC(C)OC(CCCCCCCCCCCCC)=O (1-Chloroethyltetradecanoate). Yield: 496.0%. Reaction SMILES: [C:1](Cl)(=[O:15])[CH2:2][CH2:3][CH2:4][CH2:5][CH2:6][CH2:7][CH2:8][CH2:9][CH2:10][CH2:11][CH2:12][CH2:13][CH3:14].[CH3:17][CH:18]1[O:23]C(C)OC(C)O1.[Cl-:26].[Ca+2].[Cl-]>>[Cl:26][CH:18]([O:23][C:1](=[O:15])[CH2:2][CH2:3][CH2:4][CH2:5][CH2:6][CH2:7][CH2:8][CH2:9][CH2:10][CH2:11][CH2:12][CH2:13][CH3:14])[CH3:17] |f:2.3.4|. Procedure details: Tetradecanoyl chloride (40 gms, 0.16 mol), dry paraldehyde (21 gm, 0.16 mol) and anhydrous calcium chloride (2 gms) were refluxed in a 500 ml one-necked flask (protected from atmospheric moisture with a drying guard tube) for 24 hours. The reaction mixture was cooled and chromatographed through a column of Florisil using chloroform as the eluent to give a semisolid product (26 gm, 56%). 1H n.m.r.(CDCl3): δ0.90(3H, t, J=4 Hz, CH3 --), 1.26(22H, s, broad, --[CH2 ]11 --), 1.78(3H, d, J=6 Hz, --CHCH... The reactants are ClC1=C(N=NC(=C1)Cl)C(=O)OC (methyl 4,6-dichloropyridazine-3-carboxylate), ClC=1C=CC(=NC1C)N (5-chloro-6-methylpyridin-2-amine). The solvent is C(C)#N (acetonitrile). Run at temperature 130 celsius, time 1.5 day. Yields the product ClC1=CC(=C(N=N1)C(=O)OC)NC1=NC(=C(C=C1)Cl)C (methyl 6-chloro-4-(5-chloro-6-methylpyridin-2-ylamino)pyridazine-3-carboxylate). Isolated yield 20.4%. As a reaction SMILES: Cl[C:2]1[CH:7]=[C:6]([Cl:8])[N:5]=[N:4][C:3]=1[C:9]([O:11][CH3:12])=[O:10].[Cl:13][C:14]1[CH:15]=[CH:16][C:17]([NH2:21])=[N:18][C:19]=1[CH3:20]>C(#N)C>[Cl:8][C:6]1[N:5]=[N:4][C:3]([C:9]([O:11][CH3:12])=[O:10])=[C:2]([NH:21][C:17]2[CH:16]=[CH:15][C:14]([Cl:13])=[C:19]([CH3:20])[N:18]=2)[CH:7]=1. Procedure details: A pressure tube was charged with methyl 4,6-dichloropyridazine-3-carboxylate (2 g, 9.66 mmol) and 5-chloro-6-methylpyridin-2-amine (2.76 g, 19.3 mmol). To the mixture was added acetonitrile (12 mL) and the reaction mixture heated with stirring at 130° C. for 1.5 days. After cooling to room temperature, the acetonitrile was removed in vacuo. The residue obtained was purified by chromatography (silica, 80 g, 50 μm from Analogix, 0% to 5% acetone in dichloromethane over 20 min., holding at 5% for 5... Reactants: [N+](=O)([O-])C1=C(C=O)C=CC=C1.CC(=O)CC(=O)O (2-Nitrobenzaldehyde diacetate), C(CC(=O)C)(=O)OC (methyl acetoacetate), [NH4+].[OH-] (NH4OH), N1=CC=CC=C1 (pyridine), ( 7 ), CO (methanol). Reaction conditions: temperature 15 celsius. Yields the product [N+](=O)([O-])C1=C(C=CC=C1)C1C(=C(NC(=C1C(=O)OC)C)C)C(=O)OC (4-(2'-nitrophenyl)-2,6-dimethyl-3,5-dicarbmethoxy-1,4-dihydropyridine). As a reaction SMILES: [N+:1]([C:4]1[CH:11]=[CH:10][CH:9]=[CH:8][C:5]=1[CH:6]=O)([O-:3])=[O:2].[CH3:12][C:13]([CH2:15][C:16]([OH:18])=[O:17])=O.[C:19]([O:25][CH3:26])(=[O:24])[CH2:20][C:21]([CH3:23])=O.[NH4+:27].[OH-].N1C=CC=CC=1.[CH3:35]O>>[N+:1]([C:4]1[CH:11]=[CH:10][CH:9]=[CH:8][C:5]=1[CH:6]1[C:15]([C:16]([O:18][CH3:35])=[O:17])=[C:13]([CH3:12])[NH:27][C:21]([CH3:23])=[C:20]1[C:19]([O:25][CH3:26])=[O:24])([O-:3])=[O:2] |f:0.1,3.4|. Reported procedure: 2-Nitrobenzaldehyde-diacetate (0.1 mole, 25.4 g), methyl acetoacetate (0.2 mole, 23.2 g) and NH4OH (12 ml) were heated in methanol (20 ml) in the presence of pyridine for several (7) hours. After cooling to 15° C. the precipitated product was filtered off. The crude product was crystallized from acetic acid to yield 4-(2'-nitrophenyl)-2,6-dimethyl-3,5-dicarbmethoxy-1,4-dihydropyridine (21.7 g, 62% of the theory), m.p. 172°-174° C. The reactants are Cl (hydrochloric acid), Cl.NO (hydroxylamine hydrochloride), Cl (hydrochloric acid), CC=1C=C(C=C(C1OCCCC#CC(C(F)(F)F)=O)C)C1=NOC(=N1)C (3-{3,5-dimethyl-4-[3-(trifluoroacetylethinyl)propoxy]phenyl}-5-methyl-1,2,4-oxadiazole), ( a ), Cl.NO (hydroxylamine hydrochloride), O (water). Solvent: C(C)(=O)O (acetic acid). Run at time 5 day. Product: CC1=C(OCCCC2=CC(=NO2)C(F)(F)F)C(=CC(=C1)C1=NOC(=N1)C)C (5-{3-[2,6-Dimethyl-4-(5-methyl-1,2,4-oxadiazol-3-yl)phenoxy]propyl}-3-trifluoromethylisoxazole). Isolated yield 18.5%. RXN SMILES: [CH3:1][C:2]1[CH:3]=[C:4]([C:21]2[N:25]=[C:24]([CH3:26])[O:23][N:22]=2)[CH:5]=[C:6]([CH3:20])[C:7]=1[O:8][CH2:9][CH2:10][CH2:11][C:12]#[C:13][C:14](=O)[C:15]([F:18])([F:17])[F:16].Cl.[NH2:28][OH:29].Cl.O>C(O)(=O)C>[CH3:1][C:2]1[CH:3]=[C:4]([C:21]2[N:25]=[C:24]([CH3:26])[O:23][N:22]=2)[CH:5]=[C:6]([CH3:20])[C:7]=1[O:8][CH2:9][CH2:10][CH2:11][C:12]1[O:29][N:28]=[C:14]([C:15]([F:18])([F:17])[F:16])[CH:13]=1 |f:1.2|. Procedure: To 479 mg of 3-{3,5-dimethyl-4-[3-(trifluoroacetylethinyl)propoxy]phenyl}-5-methyl-1,2,4-oxadiazole from part (a) above and 509 mg hydroxylamine hydrochloride in 10 mls of acetic acid at ambient room temperature was added with stirring 1 ml 1M hydrochloric acid. After twenty hours an additional 1 ml 1M aqueous hydrochloric acid and 1.00 g hydroxylamine hydrochloride were added and stirring was continued for five days. The reaction mixture was poured into 200 mls water and extracted with ethyl et...